Dataset: the Open Reaction Database (ORD), a public repository of structured organic reaction records. Task: describe an organic reaction: reactants, conditions, products, and yield Reactants: C(C)(C)(C)C=1C=C(N)C=C(C1OC)I (3-tert-Butyl-5-iodo-4-methoxyaniline), ClCC(=O)N=C=O (chloroacetyl isocyanate). The product is C(C)(C)(C)C=1C=C(C=C(C1OC)I)N1C(NC(C1)=O)=O (1-(3-tert-butyl-5-iodo-4-methoxyphenyl)imidazolidine-2,4-dione). RXN SMILES: [C:1]([C:5]1[CH:6]=[C:7]([CH:9]=[C:10]([I:14])[C:11]=1[O:12][CH3:13])[NH2:8])([CH3:4])([CH3:3])[CH3:2].Cl[CH2:16][C:17]([N:19]=[C:20]=[O:21])=[O:18]>>[C:1]([C:5]1[CH:6]=[C:7]([N:8]2[CH2:16][C:17](=[O:18])[NH:19][C:20]2=[O:21])[CH:9]=[C:10]([I:14])[C:11]=1[O:12][CH3:13])([CH3:4])([CH3:2])[CH3:3]. Procedure: 3-tert-Butyl-5-iodo-4-methoxyaniline (915 mg, 3.0 mmol) and chloroacetyl isocyanate (0.256 mL, 3.00 mmol) were reacted in the same manner as Example 14 Part A to give crude product which was purified on an Isco 40 g silica cartridge eluting with methanol/dichloromethane (0% to 5%) to give the title compound. Reactants: C1CCC2=NCCCN2CC1, COCCOC, CS(=O)(=O)c1nc(N)nc(-c2ccco2)c1C#N, OCCN1CCCCC1. Yields the product N#Cc1c(OCCN2CCCCC2)nc(N)nc1-c1ccco1. As a reaction SMILES: [CH2:28]1[CH2:29][CH2:30][C:31]2=[N:36][CH2:35][CH2:34][CH2:33][N:32]2[CH2:37][CH2:38]1.[CH3:39][O:40][CH2:41][CH2:42][O:43][CH3:44].[NH2:1][c:2]1[n:3][c:4]([S:15]([CH3:16])(=[O:17])=[O:18])[c:5]([C:13]#[N:14])[c:6](-[c:8]2[o:9][cH:10][cH:11][cH:12]2)[n:7]1.[OH:19][CH2:20][CH2:21][N:22]1[CH2:23][CH2:24][CH2:25][CH2:26][CH2:27]1>>[NH2:1][c:2]1[n:3][c:4]([O:19][CH2:20][CH2:21][N:22]2[CH2:23][CH2:24][CH2:25][CH2:26][CH2:27]2)[c:5]([C:13]#[N:14])[c:6](-[c:8]2[o:9][cH:10][cH:11][cH:12]2)[n:7]1. Reactants: ClC=1C(=CC(=NC1)C(=O)O)OCC1CC1 (5-chloro-4-cyclopropylmethoxy-pyridine-2-carboxylic acid), NC(CO)(CC)CC (2-amino-2-ethyl-1-butanol). The product is C(C)C(CC)(CO)NC(=O)C1=NC=C(C(=C1)OCC1CC1)Cl (5-Chloro-4-cyclopropylmethoxy-pyridine-2-carboxylic acid (1-ethyl-1-hydroxymethyl-propyl)-amide). Reaction SMILES: [Cl:1][C:2]1[C:3]([O:11][CH2:12][CH:13]2[CH2:15][CH2:14]2)=[CH:4][C:5]([C:8]([OH:10])=O)=[N:6][CH:7]=1.[NH2:16][C:17]([CH2:22][CH3:23])([CH2:20][CH3:21])[CH2:18][OH:19]>>[CH2:20]([C:17]([NH:16][C:8]([C:5]1[CH:4]=[C:3]([O:11][CH2:12][CH:13]2[CH2:15][CH2:14]2)[C:2]([Cl:1])=[CH:7][N:6]=1)=[O:10])([CH2:18][OH:19])[CH2:22][CH3:23])[CH3:21]. Reported procedure: The title compound was synthesized in analogy to Example 12d, using 5-chloro-4-cyclopropylmethoxy-pyridine-2-carboxylic acid and 2-amino-2-ethyl-1-butanol (CAN 19792-52-0) as starting materials and isolated (22 mg, 67% as colorless oil; LC-MS (UV peak area, m/z) 98%, 327.1470 (MH+). Starting materials: CCC1CCCCC1=O, CC(=O)[O-], CCO, Cl, NO, [Na+], O. Product: CCC1CCCCC1=NO. RXN SMILES: [CH2:1]([CH3:2])[CH:3]1[C:4](=[O:9])[CH2:5][CH2:6][CH2:7][CH2:8]1.[CH3:11][C:12](=[O:13])[O-:14].[CH3:19][CH2:20][OH:21].[ClH:15].[NH2:16][OH:17].[Na+:10].[OH2:18]>>[CH2:1]([CH3:2])[CH:3]1[C:4](=[N:16][OH:17])[CH2:5][CH2:6][CH2:7][CH2:8]1. Reactants: CCO, CC1(C)OB(c2ccc([N+](=O)[O-])cc2)OC1(C)C, Cc1ccccc1, Cc1ccc(NC(=O)c2cccc(C(F)(F)F)c2)cc1I, [K+], [K+], O=C([O-])[O-], c1ccc(P(c2ccccc2)(c2ccccc2)[Pd](P(c2ccccc2)(c2ccccc2)c2ccccc2)(P(c2ccccc2)(c2ccccc2)c2ccccc2)P(c2ccccc2)(c2ccccc2)c2ccccc2)cc1. Yields the product Cc1ccc(NC(=O)c2cccc(C(F)(F)F)c2)cc1-c1ccc([N+](=O)[O-])cc1. RXN SMILES: [CH3:130][CH2:131][OH:132].[CH3:22][C:23]1([CH3:24])[C:25]([CH3:26])([CH3:27])[O:28][B:29]([c:30]2[cH:31][cH:32][c:33]([N+:36](=[O:37])[O-:38])[cH:34][cH:35]2)[O:39]1.[CH3:40][c:41]1[cH:42][cH:43][cH:44][cH:45][cH:46]1.[I:1][c:2]1[cH:3][c:4]([NH:9][C:10]([c:11]2[cH:12][c:13]([C:17]([F:18])([F:19])[F:20])[cH:14][cH:15][cH:16]2)=[O:21])[cH:5][cH:6][c:7]1[CH3:8].[K+:47].[K+:48].[O-:49][C:50]([O-:51])=[O:52].[cH:53]1[cH:54][cH:55][c:56]([P:57]([Pd:58]([P:59]([c:60]2[cH:61][cH:62][cH:63][cH:64][cH:65]2)([c:66]2[cH:67][cH:68][cH:69][cH:70][cH:71]2)[c:72]2[cH:73][cH:74][cH:75][cH:76][cH:77]2)([P:78]([c:79]2[cH:80][cH:81][cH:82][cH:83][cH:84]2)([c:85]2[cH:86][cH:87][cH:88][cH:89][cH:90]2)[c:91]2[cH:92][cH:93][cH:94][cH:95][cH:96]2)[P:97]([c:98]2[cH:99][cH:100][cH:101][cH:102][cH:103]2)([c:104]2[cH:105][cH:106][cH:107][cH:108][cH:109]2)[c:110]2[cH:111][cH:112][cH:113][cH:114][cH:115]2)([c:116]2[cH:117][cH:118][cH:119][cH:120][cH:121]2)[c:122]2[cH:123][cH:124][cH:125][cH:126][cH:127]2)[cH:128][cH:129]1>>[c:2]1(-[c:30]2[cH:31][cH:32][c:33]([N+:36](=[O:37])[O-:38])[cH:34][cH:35]2)[cH:3][c:4]([NH:9][C:10]([c:11]2[cH:12][c:13]([C:17]([F:18])([F:19])[F:20])[cH:14][cH:15][cH:16]2)=[O:21])[cH:5][cH:6][c:7]1[CH3:8]. The reactants are C(Cl)Cl (methylene chloride), CC1=C2[C@H](C(=O)[C@@]3([C@H](C[C@@H]4[C@]([C@H]3[C@@H]([C@@](C2(C)C)(C[C@@H]1OC(=O)[C@@H]([C@H](C=5C=CC=CC5)NC(=O)C=6C=CC=CC6)O)O)OC(=O)C=7C=CC=CC7)(CO4)OC(=O)C)O)C)OC(=O)C (taxol). The solvent is CC(=O)C (acetone). The product is C(=O)=O.CC(=O)C (CO2 acetone), CC1=C2[C@H](C(=O)[C@@]3([C@H](C[C@@H]4[C@]([C@H]3[C@@H]([C@@](C2(C)C)(C[C@@H]1OC(=O)[C@@H]([C@H](C=5C=CC=CC5)NC(=O)C=6C=CC=CC6)O)O)OC(=O)C=7C=CC=CC7)(CO4)OC(=O)C)O)C)OC(=O)C (taxol), 15. Reaction SMILES: [CH3:1][C:2]1[C@@H:19]([O:20][C:21]([C@H:23]([OH:40])[C@@H:24]([NH:31][C:32]([C:34]2[CH:35]=[CH:36][CH:37]=[CH:38][CH:39]=2)=[O:33])[C:25]2[CH:26]=[CH:27][CH:28]=[CH:29][CH:30]=2)=[O:22])[CH2:18][C@:14]2([OH:41])[C:15]([CH3:17])([CH3:16])[C:3]=1[C@@H:4]([O:59][C:60]([CH3:62])=[O:61])[C:5]([C@@:7]1([CH3:58])[C@H:12]([C@@H:13]2[O:42][C:43]([C:45]2[CH:46]=[CH:47][CH:48]=[CH:49][CH:50]=2)=[O:44])[C@:11]2([O:53][C:54]([CH3:56])=[O:55])[CH2:51][O:52][C@@H:10]2[CH2:9][C@@H:8]1[OH:57])=[O:6].C(Cl)Cl>CC(C)=O>[C:21](=[O:22])=[O:20].[CH3:4][C:5]([CH3:7])=[O:6].[CH3:1][C:2]1[C@@H:19]([O:20][C:21]([C@H:23]([OH:40])[C@@H:24]([NH:31][C:32]([C:34]2[CH:39]=[CH:38][CH:37]=[CH:36][CH:35]=2)=[O:33])[C:25]2[CH:26]=[CH:27][CH:28]=[CH:29][CH:30]=2)=[O:22])[CH2:18][C@:14]2([OH:41])[C:15]([CH3:16])([CH3:17])[C:3]=1[C@@H:4]([O:59][C:60]([CH3:62])=[O:61])[C:5]([C@@:7]1([CH3:58])[C@H:12]([C@@H:13]2[O:42][C:43]([C:45]2[CH:50]=[CH:49][CH:48]=[CH:47][CH:46]=2)=[O:44])[C@:11]2([O:53][C:54]([CH3:56])=[O:55])[CH2:51][O:52][C@@H:10]2[CH2:9][C@@H:8]1[OH:57])=[O:6] |f:3.4|. Procedure details: No taxol was found in the foreruns of experiments conducted with methylene chloride and acetone as cosolvents at 10 mole %. About half of the taxol (0.0242%) with a purification factor of 16 was recovered from the silica column in a methylene chloride cosolvent experiment (TAXC-36C). A SCF CO2 /acetone experiment (TAXC-37C) yielded less taxol (0.0147% with a purification factor of 15) from the silica column. Reactants: [Cl-].[Al+3].[Cl-].[Cl-] (aluminum chloride), C(C1=CC=CC=C1)(=O)Cl (benzoyl chloride), BrCSC=1C=CC=CC1 (m-bromomethylthiobenzene). Run in ClCCl (dichloromethane). Conditions: temperature 0 celsius, time 2 hour. Product: C(C1=CC=CC=C1)(=O)C1=CC=CC=C1 (benzophenone). RXN SMILES: BrCS[C:4]1[CH:5]=[CH:6][CH:7]=[CH:8][CH:9]=1.[Cl-].[Al+3].[Cl-].[Cl-].[C:14](Cl)(=[O:21])[C:15]1[CH:20]=[CH:19][CH:18]=[CH:17][CH:16]=1>ClCCl>[C:14]([C:15]1[CH:20]=[CH:19][CH:18]=[CH:17][CH:16]=1)(=[O:21])[C:4]1[CH:5]=[CH:6][CH:7]=[CH:8][CH:9]=1 |f:1.2.3.4|. Procedure: 51.3 g (300 mmol) of m-bromomethylthiobenzene was added dropwise to a dichloromethane (350 ml) solution containing 47.9 g (359.6 mmol) of aluminum chloride and 42.4 g (300 mmol) of benzoyl chloride which was cooled to 0° C. After addition, the resulting mixture was stirred for 2 hours. After a reaction, the reaction solution was washed with water, the solvent was removed, and the obtained product was purified by column chromatography to obtain a benzophenone derivative represented by the followi... Reactants: BrC=1C=C(C=CC1CBr)C1=NOC(C1)(C(F)(F)F)C1=CC(=CC(=C1)Cl)Cl (3-[3-bromo-4-(bromomethyl)phenyl]-5-(3,5-dichlorophenyl)-5-(trifluoromethyl)-4,5-dihydroisoxazole), C(C)(=S)N (thioacetamide). Reaction conditions: temperature 80 celsius, time 1 hour. Product: BrC1=C(CNC(C)=S)C=CC(=C1)C1=NOC(C1)(C(F)(F)F)C1=CC(=CC(=C1)Cl)Cl (N-{2-bromo-4-[5-(3,5-dichlorophenyl)-5-(trifluoromethyl)-4,5-dihydroisoxazol-3-yl]benzyl}ethanethioamide). The yield is 32.1%. RXN SMILES: [Br:1][C:2]1[CH:3]=[C:4]([C:10]2[CH2:14][C:13]([C:19]3[CH:24]=[C:23]([Cl:25])[CH:22]=[C:21]([Cl:26])[CH:20]=3)([C:15]([F:18])([F:17])[F:16])[O:12][N:11]=2)[CH:5]=[CH:6][C:7]=1[CH2:8]Br.[C:27]([NH2:30])(=[S:29])[CH3:28]>>[Br:1][C:2]1[CH:3]=[C:4]([C:10]2[CH2:14][C:13]([C:19]3[CH:24]=[C:23]([Cl:25])[CH:22]=[C:21]([Cl:26])[CH:20]=3)([C:15]([F:16])([F:18])[F:17])[O:12][N:11]=2)[CH:5]=[CH:6][C:7]=1[CH2:8][NH:30][C:27](=[S:29])[CH3:28]. Procedure details: 3-[3-bromo-4-(bromomethyl)phenyl]-5-(3,5-dichlorophenyl)-5-(trifluoromethyl)-4,5-dihydroisoxazole (0.3 g) was mixed with thioacetamide (0.04 g), and the mixture was then stirred for one hour at 80° C. The residue was purified by silica gel chromatography to yield N-{2-bromo-4-[5-(3,5-dichlorophenyl)-5-(trifluoromethyl)-4,5-dihydroisoxazol-3-yl]benzyl}ethanethioamide (0.09 g).